This data is from the Open Reaction Database (ORD), a public repository of structured organic reaction records. The task is: describe an organic reaction: reactants, conditions, products, and yield Reactants: C(C)(=O)N1CCC(CC1)(C(=O)OC)CN1C(CN(CC1)S(=O)(=O)C1=COC2=C(C1=O)C=CC(=C2)Cl)=O (1-(1-acetyl-4-methoxycarbonylpiperidin-4-ylmethyl)-4-(7-chloro-4-oxo-4H-benzopyran-3-sulfonyl)-2-piperazinone), [BH4-].[Na+] (sodium borohydride). The solvent is CO (methanol). Conditions: time 1 hour. Yields the product C(C)(=O)N1CCC(CC1)(C(=O)OC)CN1C(CN(CC1)S(=O)(=O)C=1COC2=C(C1)C=CC(=C2)Cl)=O (1-(1-acetyl-4-methoxycarbonylpiperidin-4-ylmethyl)-4-(7-chloro-2H-benzopyran-3-sulfonyl)-2-piperazinone). The yield is 73.7%. Reaction SMILES: [C:1]([N:4]1[CH2:9][CH2:8][C:7]([CH2:14][N:15]2[CH2:20][CH2:19][N:18]([S:21]([C:24]3[C:29](=O)[C:28]4[CH:31]=[CH:32][C:33]([Cl:35])=[CH:34][C:27]=4[O:26][CH:25]=3)(=[O:23])=[O:22])[CH2:17][C:16]2=[O:36])([C:10]([O:12][CH3:13])=[O:11])[CH2:6][CH2:5]1)(=[O:3])[CH3:2].[BH4-].[Na+]>CO>[C:1]([N:4]1[CH2:5][CH2:6][C:7]([CH2:14][N:15]2[CH2:20][CH2:19][N:18]([S:21]([C:24]3[CH2:25][O:26][C:27]4[CH:34]=[C:33]([Cl:35])[CH:32]=[CH:31][C:28]=4[CH:29]=3)(=[O:22])=[O:23])[CH2:17][C:16]2=[O:36])([C:10]([O:12][CH3:13])=[O:11])[CH2:8][CH2:9]1)(=[O:3])[CH3:2] |f:1.2|. Procedure details: To a solution of the obtained 1-(1-acetyl-4-methoxycarbonylpiperidin-4-ylmethyl)-4-(7-chloro-4-oxo-4H-benzopyran-3-sulfonyl)-2-piperazinone (1.10 g) in methanol (20 ml) was added sodium borohydride (116 mg), and the mixture was stirred at room temperature for 1 hour. The reaction solution was concentrated, and to the residue was added citric acid solution. The mixture was extracted with ethyl acetate, washed with brine, dried and concentrated, and the residue was dissolved in dichloromethane (20...